From a dataset of the Open Reaction Database (ORD), a public repository of structured organic reaction records. describe an organic reaction: reactants, conditions, products, and yield Reactants: [Al+3], C1CCOC1, O=NN1CCOc2ccc(F)cc21, [H-], [H-], [H-], [H-], [Li+]. The product is NN1CCOc2ccc(F)cc21. As a reaction SMILES: [Al+3:2].[CH2:20]1[O:21][CH2:22][CH2:23][CH2:24]1.[F:7][c:8]1[cH:9][cH:10][c:11]2[c:12]([cH:19]1)[N:13]([N:17]=[O:18])[CH2:14][CH2:15][O:16]2.[H-:1].[H-:4].[H-:5].[H-:6].[Li+:3]>>[F:7][c:8]1[cH:9][cH:10][c:11]2[c:12]([cH:19]1)[N:13]([NH2:17])[CH2:14][CH2:15][O:16]2. The reactants are BrCC1=CC=C(C=C1)C1=C(C=CC=C1)C(=O)OC (4-bromomethyl-2'-methoxycarbonylbiphenyl), [N-]=[N+]=[N-].[Na+] (NaN3). Run in CN(C)C=O (DMF). Run at time 18 hour. Product: N(=[N+]=[N-])CC1=CC=C(C=C1)C1=C(C=CC=C1)C(=O)OC (4-azidomethyl-2'-methoxycarbonylbiphenyl). Yield: 85.0%. RXN SMILES: Br[CH2:2][C:3]1[CH:8]=[CH:7][C:6]([C:9]2[CH:14]=[CH:13][CH:12]=[CH:11][C:10]=2[C:15]([O:17][CH3:18])=[O:16])=[CH:5][CH:4]=1.[N-:19]=[N+:20]=[N-:21].[Na+]>CN(C=O)C>[N:19]([CH2:2][C:3]1[CH:8]=[CH:7][C:6]([C:9]2[CH:14]=[CH:13][CH:12]=[CH:11][C:10]=2[C:15]([O:17][CH3:18])=[O:16])=[CH:5][CH:4]=1)=[N+:20]=[N-:21] |f:1.2|. Procedure details: To a stirred solution of 4-bromomethyl-2'-methoxycarbonylbiphenyl (150 g, 0.49 mol) in dry DMF (500 ml) was added NaN3 (80 g, 1.23 mol, 2.5 eq). The mixture was stirred at room temperature overnight (ca. 18 hours), filtered, and the filtrate was partitioned between ethyl acetate and H2O (500 ml each). The organic phase was washed twice more with H2O, once with saturated aqueous NaCl solution and dried over anhydrous magnesium sulfate before being filtered and concentrated to leave 111.3 g (85%) ... The reactants are COC=1C=C(C=CC1)C1COC2=C1C(=C(C(=C2C)C)NC(CC(C)(C)C)=O)C (N-(3-(3-Methoxyphenyl)-4,6,7-trimethyl-2,3-dihydro-1-benzofuran-5-yl)-3,3-dimethylbutanamide), [Cl-].[Al+3].[Cl-].[Cl-] (aluminum chloride), O (water), C(C)(=O)Cl (acetyl chloride). Solvent: ClCCl (dichloromethane). Run at time 10 minute. Yields the product C(C)(=O)C1=C(C=C(C=C1)C1COC2=C1C(=C(C(=C2C)C)NC(CC(C)(C)C)=O)C)OC (N-(3-(4-Acetyl-3-methoxyphenyl)-4,6,7-trimethyl-2,3-dihydro-1-benzofuran-5-yl)-3,3-dimethylbutanamide). The yield is 89.0%. As a reaction SMILES: [CH3:1][O:2][C:3]1[CH:4]=[C:5]([CH:9]2[C:13]3[C:14]([CH3:28])=[C:15]([NH:20][C:21](=[O:27])[CH2:22][C:23]([CH3:26])([CH3:25])[CH3:24])[C:16]([CH3:19])=[C:17]([CH3:18])[C:12]=3[O:11][CH2:10]2)[CH:6]=[CH:7][CH:8]=1.[Cl-].[Al+3].[Cl-].[Cl-].[C:33](Cl)(=[O:35])[CH3:34].O>ClCCl>[C:33]([C:8]1[CH:7]=[CH:6][C:5]([CH:9]2[C:13]3[C:14]([CH3:28])=[C:15]([NH:20][C:21](=[O:27])[CH2:22][C:23]([CH3:24])([CH3:25])[CH3:26])[C:16]([CH3:19])=[C:17]([CH3:18])[C:12]=3[O:11][CH2:10]2)=[CH:4][C:3]=1[O:2][CH3:1])(=[O:35])[CH3:34] |f:1.2.3.4|. Procedure details: To a solution of N-(3-(3-methoxyphenyl)-4,6,7-trimethyl-2,3-dihydro-1-benzofuran-5-yl)-3,3-dimethylbutanamide (1.0 g, 2.62 mmol) obtained in Example 72 in dichloromethane (20 mL) was added at −50° C. under an argon atmosphere aluminum chloride (769 mg, 5.77 mmol) and the resulting mixture was stirred for 10 minutes. To the reaction solution was added dropwise at the same temperature acetyl chloride (0.62 mL, 8.65 mmol and the resulting mixture was warmed to room temperature. The reaction solutio... Starting materials: C=CCBr, C[O-], [Na+], O, CC(=NO)c1ccc(NC(=O)NCC(=O)OC(C)C)cc1. Yields the product C=CCON=C(C)c1ccc(NC(=O)NCC(=O)OC(C)C)cc1. RXN SMILES: [CH2:25]([CH:26]=[CH2:27])[Br:28].[CH3:22][O-:23].[Na+:24].[OH2:29].[OH:1][N:2]=[C:3]([CH3:4])[c:5]1[cH:6][cH:7][c:8]([NH:11][C:12](=[O:13])[NH:14][CH2:15][C:16](=[O:17])[O:18][CH:19]([CH3:20])[CH3:21])[cH:9][cH:10]1>>[O:1]([N:2]=[C:3]([CH3:4])[c:5]1[cH:6][cH:7][c:8]([NH:11][C:12](=[O:13])[NH:14][CH2:15][C:16](=[O:17])[O:18][CH:19]([CH3:20])[CH3:21])[cH:9][cH:10]1)[CH2:27][CH:26]=[CH2:25]. Starting materials: CC(=O)Oc1cc(I)ccc1OC(C)C, C1CCOC1, CCOCC, CO, [Li+], [OH-], O=C(O)CC(O)(CC(=O)O)C(=O)O. Yields the product CC(C)Oc1ccc(I)cc1O. RXN SMILES: [C:1](=[O:2])([CH3:3])[O:4][c:5]1[c:6]([O:12][CH:13]([CH3:14])[CH3:15])[cH:7][cH:8][c:9]([I:11])[cH:10]1.[CH2:36]1[O:37][CH2:38][CH2:39][CH2:40]1.[CH3:29][CH2:30][O:31][CH2:32][CH3:33].[CH3:34][OH:35].[Li+:42].[OH-:41].[OH:16][C:17]([CH2:18][C:19]([C:20](=[O:21])[OH:22])([CH2:23][C:24](=[O:25])[OH:26])[OH:27])=[O:28]>>[OH:4][c:5]1[c:6]([O:12][CH:13]([CH3:14])[CH3:15])[cH:7][cH:8][c:9]([I:11])[cH:10]1. The reactants are O=c1[nH]cc(-c2ccncn2)cc1Br, C[O-], CO, ClCc1ccccc1, [Na+], CN(C)C=O. Yields the product O=c1c(Br)cc(-c2ccncn2)cn1Cc1ccccc1. As a reaction SMILES: [Br:4][c:5]1[c:6](=[O:17])[nH:7][cH:8][c:9](-[c:11]2[n:12][cH:13][n:14][cH:15][cH:16]2)[cH:10]1.[CH3:1][O-:2].[CH3:31][OH:32].[Cl:18][CH2:19][c:20]1[cH:21][cH:22][cH:23][cH:24][cH:25]1.[Na+:3].[O:26]=[CH:27][N:28]([CH3:29])[CH3:30]>>[Br:4][c:5]1[c:6](=[O:17])[n:7]([CH2:19][c:20]2[cH:21][cH:22][cH:23][cH:24][cH:25]2)[cH:8][c:9](-[c:11]2[n:12][cH:13][n:14][cH:15][cH:16]2)[cH:10]1.